From a dataset of the Open Reaction Database (ORD), a public repository of structured organic reaction records. describe an organic reaction: reactants, conditions, products, and yield The reactants are CO, S=C=Nc1ccc(Oc2ccc(Cl)cc2)cc1, N. The product is NC(=S)Nc1ccc(Oc2ccc(Cl)cc2)cc1. Reaction SMILES: [CH3:19][OH:20].[Cl:1][c:2]1[cH:3][cH:4][c:5]([O:6][c:7]2[cH:8][cH:9][c:10]([N:13]=[C:14]=[S:15])[cH:11][cH:12]2)[cH:16][cH:17]1.[NH3:18]>>[Cl:1][c:2]1[cH:3][cH:4][c:5]([O:6][c:7]2[cH:8][cH:9][c:10]([NH:13][C:14](=[S:15])[NH2:18])[cH:11][cH:12]2)[cH:16][cH:17]1. The reactants are ClC(Cl)Cl, O=C(Cl)C(OCc1ccc(-c2ccc(Cl)cc2)cc1)(C(F)(F)F)C(F)(F)F, CC(C)(CO)Oc1ccc(Cl)cc1, ClCCCl, c1ccncc1. Yields the product CC(C)(COC(=O)C(OCc1ccc(-c2ccc(Cl)cc2)cc1)(C(F)(F)F)C(F)(F)F)Oc1ccc(Cl)cc1. Reaction SMILES: [CH:47]([Cl:48])([Cl:49])[Cl:50].[Cl:1][c:2]1[cH:3][cH:4][c:5](-[c:8]2[cH:9][cH:10][c:11]([CH2:12][O:13][C:14]([C:15](=[O:16])[Cl:17])([C:18]([F:19])([F:20])[F:21])[C:22]([F:23])([F:24])[F:25])[cH:26][cH:27]2)[cH:6][cH:7]1.[Cl:28][c:29]1[cH:30][cH:31][c:32]([O:35][C:36]([CH2:37][OH:38])([CH3:39])[CH3:40])[cH:33][cH:34]1.[Cl:51][CH2:52][CH2:53][Cl:54].[cH:41]1[cH:42][cH:43][n:44][cH:45][cH:46]1>>[Cl:1][c:2]1[cH:3][cH:4][c:5](-[c:8]2[cH:9][cH:10][c:11]([CH2:12][O:13][C:14]([C:15](=[O:16])[O:38][CH2:37][C:36]([O:35][c:32]3[cH:31][cH:30][c:29]([Cl:28])[cH:34][cH:33]3)([CH3:39])[CH3:40])([C:18]([F:19])([F:20])[F:21])[C:22]([F:23])([F:24])[F:25])[cH:26][cH:27]2)[cH:6][cH:7]1. Reactants: NCCO, O=C1CNC(=O)N1, O, O=Cc1ccc(O)c(O)c1. Yields the product O=C1NC(=O)C(=Cc2ccc(O)c(O)c2)N1. RXN SMILES: [CH2:18]([CH2:19][NH2:20])[OH:21].[O:11]=[C:12]1[CH2:13][NH:14][C:15](=[O:16])[NH:17]1.[OH2:22].[OH:1][c:2]1[cH:3][c:4]([CH:5]=[O:6])[cH:7][cH:8][c:9]1[OH:10]>>[OH:1][c:2]1[cH:3][c:4]([CH:5]=[C:13]2[C:12](=[O:11])[NH:17][C:15](=[O:16])[NH:14]2)[cH:7][cH:8][c:9]1[OH:10]. Starting materials: C(C)(C)(C)[SiH2]OC(C=1C=C(C=CC1Cl)CCN)(C)C (2-[3-(tert-butyl-dimethyl-silanyloxymethyl)-4-chloro-phenyl]-ethylamine), C(C)=O (acetaldehyde), [BH4-].[Na+] (NaBH4). The solvent is CO (MeOH). Conditions: time 1 hour. Yields the product C(C)(C)(C)[SiH2]OC(C=1C=C(C=CC1Cl)CCNCC)(C)C ({2-[3-(tert-Butyl-dimethyl-silanyloxymethyl)-4-chloro-phenyl]-ethyl}-ethyl-amine). The yield is 27.9%. As a reaction SMILES: [C:1]([SiH2:5][O:6][C:7]([CH3:19])([CH3:18])[C:8]1[CH:9]=[C:10]([CH2:15][CH2:16][NH2:17])[CH:11]=[CH:12][C:13]=1[Cl:14])([CH3:4])([CH3:3])[CH3:2].[CH:20](=O)[CH3:21].[BH4-].[Na+]>CO>[C:1]([SiH2:5][O:6][C:7]([CH3:19])([CH3:18])[C:8]1[CH:9]=[C:10]([CH2:15][CH2:16][NH:17][CH2:20][CH3:21])[CH:11]=[CH:12][C:13]=1[Cl:14])([CH3:4])([CH3:3])[CH3:2] |f:2.3|. Procedure: A mixture of 2-[3-(tert-butyl-dimethyl-silanyloxymethyl)-4-chloro-phenyl]-ethylamine (1.05 g, 3.50 mmol) and acetaldehyde (1.19 mL, 21.0 mmol) in MeOH (35 mL) was heated to reflux for 4 h. The mixture was allowed to cool to rt and NaBH4 (198 mg, 5.25 mmol) was added in portions. The mixture was stirred at rt for 1 h, and the solvents were removed under reduced pressure. The resulting oil was diluted with EtOAc, and the mixture was washed with aq. sat. NaHCO3 and brine. The org. layer was dried o... The reactants are CCN(CC)C(=O)c1ccc(C)c(B2OC(C)(C)C(C)(C)O2)c1, CSc1nc(Cl)c2c(n1)N(c1c(F)cccc1F)C(=O)NC2, [K+], [K+], O=C([O-])[O-], C1COCCO1, O. Yields the product CCN(CC)C(=O)c1ccc(C)c(-c2nc(SC)nc3c2CNC(=O)N3c2c(F)cccc2F)c1. Reaction SMILES: [CH2:23]([CH3:24])[N:25]([C:26]([c:27]1[cH:28][c:29]([B:34]2[O:35][C:36]([CH3:37])([CH3:38])[C:39]([CH3:40])([CH3:41])[O:42]2)[c:30]([CH3:33])[cH:31][cH:32]1)=[O:43])[CH2:44][CH3:45].[Cl:1][c:2]1[c:3]2[c:4]([n:5][c:6]([S:8][CH3:9])[n:7]1)[N:10]([c:15]1[c:16]([F:22])[cH:17][cH:18][cH:19][c:20]1[F:21])[C:11](=[O:14])[NH:12][CH2:13]2.[K+:46].[K+:47].[O-:48][C:49]([O-:50])=[O:51].[O:52]1[CH2:53][CH2:54][O:55][CH2:56][CH2:57]1.[OH2:58]>>[c:2]1(-[c:29]2[cH:28][c:27]([C:26]([N:25]([CH2:23][CH3:24])[CH2:44][CH3:45])=[O:43])[cH:32][cH:31][c:30]2[CH3:33])[c:3]2[c:4]([n:5][c:6]([S:8][CH3:9])[n:7]1)[N:10]([c:15]1[c:16]([F:22])[cH:17][cH:18][cH:19][c:20]1[F:21])[C:11](=[O:14])[NH:12][CH2:13]2. The reactants are NC=1C=C(OC2=CC(=NC=C2)C(=O)N)C=CC1 (4-(3-aminophenoxy)pyridine-2-carboxamide), NC1=C(C=C(C=C1)O)F (4-amino-3-fluorophenol), ClC1=CC(=NC=C1)C#N (4-chloro-2-cyanopyridine). Product: NC1=C(C=C(OC2=CC(=NC=C2)C#N)C=C1)F (4-(4-Amino-3-fluorophenoxy) pyridine-2-carbonitrile). RXN SMILES: NC1C=C(C=CC=1)O[C:6]1[CH:11]=[CH:10][N:9]=[C:8]([C:12]([NH2:14])=O)[CH:7]=1.[NH2:18][C:19]1[CH:24]=[CH:23][C:22]([OH:25])=[CH:21][C:20]=1[F:26].ClC1C=CN=C(C#N)C=1>>[NH2:18][C:19]1[CH:24]=[CH:23][C:22]([O:25][C:6]2[CH:11]=[CH:10][N:9]=[C:8]([C:12]#[N:14])[CH:7]=2)=[CH:21][C:20]=1[F:26]. Reported procedure: 4-(4-Amino-3-fluorophenoxy) pyridine-2-carbonitrile (2G) was prepared by a method analogous to that described for 4-(3-aminophenoxy) pyridine-2-carboxamide (2C), starting from 4-amino-3-fluorophenol and 4-chloro-2-cyanopyridine, MS ES: 230 (M+H)+, calcd 230, RT=2.85 min.